This data is from the Open Reaction Database (ORD), a public repository of structured organic reaction records. The task is: describe an organic reaction: reactants, conditions, products, and yield Starting materials: COC(=O)C=1C=C(C=CC1)CC(=O)O ([3-(methoxycarbonyl)phenyl]acetic acid), ClC1=CC=C(S1)CN1CC(OCC1)CN (1{4-[(5-Chlorothien-2-yl)methyl]morpholin-2-yl}methanamine), ON1N=NC2=C1C=CC=C2 (1-hydroxybenzotriazole), Cl.CN(CCCN=C=NCC)C (1-(3-dimethylaminopropyl)-3-ethylcarbodiimide hydrochloride), C(C)(C)N(C(C)C)CC (N,N-diisopropylethylamine). Run in ClCCl (dichloromethane). Conditions: temperature 20 celsius, time 8 hour. Yields the product ClC=1C=C(CN2CC(OCC2)CNC(CC=2C=C(C(=O)OC)C=CC2)=O)C=CC1Cl (Methyl 3-[2-({[4-(3,4-dichlorobenzyl)morpholin-2-yl]methyl}amino)-2-oxoethyl]benzoate). The yield is 57.2%. Reaction SMILES: [CH3:1][O:2][C:3]([C:5]1[CH:6]=[C:7]([CH2:11][C:12]([OH:14])=O)[CH:8]=[CH:9][CH:10]=1)=[O:4].[Cl:15][C:16]1S[C:19]([CH2:21][N:22]2[CH2:27][CH2:26][O:25][CH:24]([CH2:28][NH2:29])[CH2:23]2)=[CH:18][CH:17]=1.ON1C2C=CC=[CH:39][C:34]=2N=N1.[ClH:40].CN(C)CCCN=C=NCC.C(N(CC)C(C)C)(C)C>ClCCl>[Cl:40][C:17]1[CH:18]=[C:19]([CH:39]=[CH:34][C:16]=1[Cl:15])[CH2:21][N:22]1[CH2:27][CH2:26][O:25][CH:24]([CH2:28][NH:29][C:12](=[O:14])[CH2:11][C:7]2[CH:6]=[C:5]([CH:10]=[CH:9][CH:8]=2)[C:3]([O:2][CH3:1])=[O:4])[CH2:23]1 |f:3.4|. Procedure: A mixture of [3-(methoxycarbonyl)phenyl]acetic acid (0.200 g), Intermediate 1 (0.284 g), 1-hydroxybenzotriazole (0.182 g) and 1-(3-dimethylaminopropyl)-3-ethylcarbodiimide hydrochloride (0.316 g) was stirred in dichloromethane (10 ml), and N,N-diisopropylethylamine (0.352 ml) was added to the solution. Stirring at 20° C. under nitrogen was continued for 8 h. The mixture was purified by solid phase extraction (2×10 g Varian Bondelut silica gel cartridges), eluting successively with one column vol... Reactants: NC1=NC=CC(=C1O)C (2-amino-3-hydroxy-4-methylpyridine), C(C1=CC=CC=C1)Cl (benzyl chloride). The product is NC1=NC=CC(C1OCC1=CC=CC=C1)=C (2-amino-3-phenylmethoxy-4-methlylpyridine). RXN SMILES: [NH2:1][C:2]1[C:7]([OH:8])=[C:6]([CH3:9])[CH:5]=[CH:4][N:3]=1.[CH2:10](Cl)[C:11]1[CH:16]=[CH:15][CH:14]=[CH:13][CH:12]=1>>[NH2:1][C:2]1[CH:7]([O:8][CH2:10][C:11]2[CH:16]=[CH:15][CH:14]=[CH:13][CH:12]=2)[C:6](=[CH2:9])[CH:5]=[CH:4][N:3]=1. Procedure: 2-amino-3-phenylmethoxy-4-methlylpyridine was prepared as an oil by reacting 2-amino-3-hydroxy-4-methylpyridine with benzyl chloride followingthe procedures of Example 1, Step A herein. The reactants are COC1=C2C(C(=O)OC2=O)=CC=C1 (3-Methoxyphthalic anhydride), Cl (hydrochloric acid), [Cl-].[Al+3].[Cl-].[Cl-] (aluminum chloride), COC1=CC=C(C=C1)OC (p-dimethoxybenzene). The solvent is C(Cl)Cl (methylene chloride), C(C)O (ethanol). Run at time 2 hour. Yields the product COC1=C(C(=O)C2=C(C(=O)O)C(=CC=C2)OC)C=C(C=C1)OC (2-(2',5'-Dimethoxybenzoyl)-6-methoxybenzoic acid). Yield: 41.1%. Reaction SMILES: [CH3:1][O:2][C:3]1[CH:13]=[CH:12][CH:11]=[C:5]2[C:6]([O:8][C:9](=[O:10])[C:4]=12)=[O:7].[Cl-].[Al+3].[Cl-].[Cl-].[CH3:18][O:19][C:20]1[CH:25]=[CH:24][C:23]([O:26][CH3:27])=[CH:22][CH:21]=1.Cl>C(Cl)Cl.C(O)C>[CH3:18][O:19][C:20]1[CH:25]=[CH:24][C:23]([O:26][CH3:27])=[CH:22][C:21]=1[C:6]([C:5]1[CH:11]=[CH:12][CH:13]=[C:3]([O:2][CH3:1])[C:4]=1[C:9]([OH:8])=[O:10])=[O:7] |f:1.2.3.4|. Procedure: 3-Methoxyphthalic anhydride (17.8 g, 0.1 mole) was suspended in 100 ml. dry methylene chloride (previously distilled over anhydrous potassium carbonate). To the suspension was added anhydrous aluminum chloride (30.5 g, 0.23 mole) in one portion. The suspension quickly became bright yellow and was stirred at room temperature for 2 hours. A solution of p-dimethoxybenzene (27.6 g, 0.2 mole) in methylene chloride (100 ml) was added slowly to the vigorously stirred solution. The reaction mixture was ... Reactants: COCOCC=1N=C(OC1COC1=CC=C(C=C1)OCC=1N=C(OC1C)C1=CC=CC=C1)C1=CC=CC=C1 (4-[(methoxymethoxy)methyl]-5-({4-[(5-methyl-2-phenyl-1,3-oxazol-4-yl)methoxy]phenoxy}methyl)-2-phenyl-1,3-oxazole), Cl (hydrochloric acid), O1CCCC1 (tetrahydrofuran). Run in O (Water). Yields the product CC1=C(N=C(O1)C1=CC=CC=C1)COC1=CC=C(OCC2=C(N=C(O2)C2=CC=CC=C2)CO)C=C1 ([5-({4-[(5-methyl-2-phenyl-1,3-oxazol-4-yl)methoxy]phenoxy}methyl)-2-phenyl-1,3-oxazol-4-yl]methanol). The yield is 30.1%. Reaction SMILES: COC[O:4][CH2:5][C:6]1[N:7]=[C:8]([C:33]2[CH:38]=[CH:37][CH:36]=[CH:35][CH:34]=2)[O:9][C:10]=1[CH2:11][O:12][C:13]1[CH:18]=[CH:17][C:16]([O:19][CH2:20][C:21]2[N:22]=[C:23]([C:27]3[CH:32]=[CH:31][CH:30]=[CH:29][CH:28]=3)[O:24][C:25]=2[CH3:26])=[CH:15][CH:14]=1.Cl.O1CCCC1>O>[CH3:26][C:25]1[O:24][C:23]([C:27]2[CH:28]=[CH:29][CH:30]=[CH:31][CH:32]=2)=[N:22][C:21]=1[CH2:20][O:19][C:16]1[CH:17]=[CH:18][C:13]([O:12][CH2:11][C:10]2[O:9][C:8]([C:33]3[CH:34]=[CH:35][CH:36]=[CH:37][CH:38]=3)=[N:7][C:6]=2[CH2:5][OH:4])=[CH:14][CH:15]=1. Procedure: A mixture of 4-[(methoxymethoxy)methyl]-5-({4-[(5-methyl-2-phenyl-1,3-oxazol-4-yl)methoxy]phenoxy}methyl)-2-phenyl-1,3-oxazole (0.80 g), 1N hydrochloric acid (20 mL) and tetrahydrofuran (20 mL) was heated under reflux for 20 hrs. Water was added to the reaction mixture, and the mixture was extracted with ethyl acetate. The ethyl acetate layer was washed with saturated brine, dried over anhydrous magnesium sulfate and concentrated. The residue was subjected to silica gel column chromatography to ... Starting materials: CC=O, NN1CCCCC1. Product: CC=NN1CCCCC1. Reaction SMILES: [CH:8]([CH3:9])=[O:10].[N:1]1([NH2:7])[CH2:2][CH2:3][CH2:4][CH2:5][CH2:6]1>>[N:1]1([N:7]=[CH:8][CH3:9])[CH2:2][CH2:3][CH2:4][CH2:5][CH2:6]1. Starting materials: C(CCCCCCCCCCCCCCCCC)(=O)OC1CCN(CC1)O (1-hydroxypiperidin-4-yl stearate), C([O-])([O-])=O (carbonate), C(C1=CC=CC=C1)Br (benzyl bromide). The solvent is C(C)O (ethanol). Yields the product C(CCCCCCCCCCCCCCCCC)(=O)OC1CCN(CC1)OCC1=CC=CC=C1 (1-Benzyloxypiperidin-4-yl Stearate). Reaction SMILES: [C:1]([O:20][CH:21]1[CH2:26][CH2:25][N:24]([OH:27])[CH2:23][CH2:22]1)(=[O:19])[CH2:2][CH2:3][CH2:4][CH2:5][CH2:6][CH2:7][CH2:8][CH2:9][CH2:10][CH2:11][CH2:12][CH2:13][CH2:14][CH2:15][CH2:16][CH2:17][CH3:18].C(=O)([O-])[O-].[CH2:32](Br)[C:33]1[CH:38]=[CH:37][CH:36]=[CH:35][CH:34]=1>C(O)C>[C:1]([O:20][CH:21]1[CH2:26][CH2:25][N:24]([O:27][CH2:32][C:33]2[CH:38]=[CH:37][CH:36]=[CH:35][CH:34]=2)[CH2:23][CH2:22]1)(=[O:19])[CH2:2][CH2:3][CH2:4][CH2:5][CH2:6][CH2:7][CH2:8][CH2:9][CH2:10][CH2:11][CH2:12][CH2:13][CH2:14][CH2:15][CH2:16][CH2:17][CH3:18]. Procedure details: The general procedure of Example 1 is repeated using 1-hydroxypiperidin-4-yl stearate, poassium carbonate and benzyl bromide in ethanol solvent to give the title compound. The reactants are C1CCOC1, COC(=O)c1[nH]c(=O)[nH]c1CSc1ccc(O)cc1, Cc1cc(CO)c2ccccc2n1, CCOC(=O)N=NC(=O)OCC, CN(C)C=O, c1ccc(P(c2ccccc2)c2ccccc2)cc1. Product: COC(=O)c1[nH]c(=O)[nH]c1CSc1ccc(OCc2cc(C)nc3ccccc23)cc1. RXN SMILES: [CH2:64]1[O:65][CH2:66][CH2:67][CH2:68]1.[CH3:32][O:33][C:34](=[O:35])[c:36]1[nH:37][c:38](=[O:50])[nH:39][c:40]1[CH2:41][S:42][c:43]1[cH:44][cH:45][c:46]([OH:49])[cH:47][cH:48]1.[CH3:51][c:52]1[n:53][c:54]2[cH:55][cH:56][cH:57][cH:58][c:59]2[c:60]([CH2:62][OH:63])[cH:61]1.[O:1]=[C:2]([O:3][CH2:4][CH3:5])[N:6]=[N:7][C:8]([O:9][CH2:10][CH3:11])=[O:12].[O:69]=[CH:70][N:71]([CH3:72])[CH3:73].[c:13]1([P:14]([c:15]2[cH:16][cH:17][cH:18][cH:19][cH:20]2)[c:21]2[cH:22][cH:23][cH:24][cH:25][cH:26]2)[cH:27][cH:28][cH:29][cH:30][cH:31]1>>[CH3:32][O:33][C:34](=[O:35])[c:36]1[nH:37][c:38](=[O:50])[nH:39][c:40]1[CH2:41][S:42][c:43]1[cH:44][cH:45][c:46]([O:49][CH2:62][c:60]2[c:59]3[c:54]([n:53][c:52]([CH3:51])[cH:61]2)[cH:55][cH:56][cH:57][cH:58]3)[cH:47][cH:48]1. Starting materials: N (ammonia), FC1=NC(=C(C(=N1)F)OC(F)F)Cl (2,4-difluoro-6-chlorodifluoromethoxypyrimidine). Solvent: O1CCCC1 (tetrahydrofuran). Conditions: time 1 hour. Product: NC1=NC(=C(C(=N1)Cl)OC(F)F)F (2-Amino-4-chlorodifluoromethoxy-6-fluoropyrimidine). RXN SMILES: [NH3:1].F[C:3]1[N:8]=[C:7]([F:9])[C:6]([O:10][CH:11]([F:13])[F:12])=[C:5]([Cl:14])[N:4]=1>O1CCCC1>[NH2:1][C:3]1[N:4]=[C:5]([Cl:14])[C:6]([O:10][CH:11]([F:13])[F:12])=[C:7]([F:9])[N:8]=1. Reported procedure: 9.8 g (0.578 mol) of gaseous ammonia were passed into a mixture of 62.5 g (0.289 mol) of 2,4-difluoro-6-chlorodifluoromethoxypyrimidine in 300 ml of tetrahydrofuran in the course of one hour at from -75° to -70° C. while stirring. Stirring was continued for one hour at -70° C., after which the mixture was heated to room temperature. The precipitate which separated out was filtered off under suction and partitioned between ethyl acetate and water, and the organic phase was dried over magnesium su... Reactants: Grignard reagent, FC(C(=O)OCC)(F)F (ethyl trifluoroacetate), CC(=O)C.C(=O)=O (acetone dry ice), ClC1=CC=C(CCl)C=C1 (p-chlorobenzyl chloride), [Mg] (magnesium). The solvent is CCOCC (ether), CCOCC (ether), CCOCC (ether). Reaction conditions: temperature -10 celsius. Product: ClC1=CC=C(C=C1)CC(C(F)(F)F)=O (3-(p-Chlorophenyl)-1,1,1-trifluoro-2-propanone). Isolated yield 47.4%. RXN SMILES: [Cl:1][C:2]1[CH:9]=[CH:8][C:5]([CH2:6]Cl)=[CH:4][CH:3]=1.[Mg].[F:11][C:12]([F:19])([F:18])[C:13](OCC)=[O:14].CC(C)=O.C(=O)=O>CCOCC>[Cl:1][C:2]1[CH:9]=[CH:8][C:5]([CH2:6][C:13](=[O:14])[C:12]([F:19])([F:18])[F:11])=[CH:4][CH:3]=1 |f:3.4|. Procedure details: A solution of p-chlorobenzyl chloride (80.5 g, 0.5 mol) and ether (150 mL) is slowly added to a vigorously stirred slurry of magnesium turnings (12.15 g, 0.5 mol) and ether (50 mL) over a 45 minute period. After the addition is complete, the reaction mixture is refluxed for 1/2 hour then cooled in an ice bath. The Grignard reagent is then added to a solution of ethyl trifluoroacetate (71.04 g, 0.5 mol) and ether (150 mL) at -60° to -70° C. (acetone-dry ice bath) over a 45 minute period. The cool... Product: COC=1C=C(C=CC1OCC1=CC=CC2=CC=CC=C12)CCNC([C@H]([C@H](CC)C)N)=O ((2S,3S)-2-amino-3-methyl-valeric acid N-{2-[3-methoxy-4-(naphthalen-1-ylmethoxy)-phenyl]-ethyl}-amide). Reaction SMILES: [CH3:1][O:2][C:3]1[CH:4]=[C:5]([CH2:21][CH2:22][NH:23][C:24](=[O:38])[C@@H:25]([NH:30]C(OC(C)(C)C)=O)[C@@H:26]([CH3:29])[CH2:27][CH3:28])[CH:6]=[CH:7][C:8]=1[O:9][CH2:10][C:11]1[C:20]2[C:15](=[CH:16][CH:17]=[CH:18][CH:19]=2)[CH:14]=[CH:13][CH:12]=1.Cl.O>O1CCOCC1>[CH3:1][O:2][C:3]1[CH:4]=[C:5]([CH2:21][CH2:22][NH:23][C:24](=[O:38])[C@@H:25]([NH2:30])[C@@H:26]([CH3:29])[CH2:27][CH3:28])[CH:6]=[CH:7][C:8]=1[O:9][CH2:10][C:11]1[C:20]2[C:15](=[CH:16][CH:17]=[CH:18][CH:19]=2)[CH:14]=[CH:13][CH:12]=1. The solvent is O1CCOCC1 (dioxane), O1CCOCC1 (dioxane). Reactants: O (water), COC=1C=C(C=CC1OCC1=CC=CC2=CC=CC=C12)CCNC([C@H]([C@H](CC)C)NC(=O)OC(C)(C)C)=O ((2S,3S)-2-(tert-butoxycarbonyl-amino)-3-methyl-valeric acid N-{2-[3-methoxy-4-(naphthalen-1-ylmethoxy)-phenyl]-ethyl}-amide), solution, Cl (hydrogen chloride). Reported procedure: 12.6 9 of (2S,3S)-2-(tert-butoxycarbonyl-amino)-3-methyl-valeric acid N-{2-[3-methoxy-4-(naphthalen-1-ylmethoxy)-phenyl]-ethyl}-amide are dissolved in 100 ml of dioxane. 200 ml of a 4M solution of hydrogen chloride in dioxane are added thereto. The reaction mixture is stirred at room temperature for 24 hours and then 300 ml of water are added thereto. Extraction is carried out twice using 300 ml of ethyl acetate each time. The organic phases are washed twice using 150 ml of 2N hydrochloric acid ... Reaction conditions: time 24 hour.